This data is from the Open Reaction Database (ORD), a public repository of structured organic reaction records. The task is: describe an organic reaction: reactants, conditions, products, and yield Starting materials: C(C)(=O)N1CCCCCC1 (N-acetylhexahydroazepine), C(C)(=O)N1CCCCCC1 (N-acetylhexahydroazepine), CO (methanol). The reagents and catalysts are F[B-](F)(F)F.C[N+](C)(C)C (tetramethylammonium tetrafluoroborate). Yields the product C(C)(=O)N1C(CCCCC1)OC (1-acetyl-2-methoxyhexahydroazepine). The yield is 90.3%. As a reaction SMILES: [C:1]([N:4]1[CH2:10][CH2:9][CH2:8][CH2:7][CH2:6][CH2:5]1)(=[O:3])[CH3:2].[CH3:11][OH:12]>F[B-](F)(F)F.C[N+](C)(C)C>[C:1]([N:4]1[CH2:10][CH2:9][CH2:8][CH2:7][CH2:6][CH:5]1[O:12][CH3:11])(=[O:3])[CH3:2] |f:2.3|. Procedure: In the same manner as indicated in Example 6 there are electrolyzed 23.2 g of N-acetylhexahydroazepine and 57.7 g of methanol in the presence of 0.26 g of tetramethylammonium tetrafluoroborate as conducting salt. After throughput of 2.5 Faraday per mol of N-acetylhexahydroazepine the current is switched off. The calculated mean cell voltage is 40.8 volts. Work-up of the electrolysis solution gives 25.4 g of 1-acetyl-2-methoxyhexahydroazepine (boiling point 53° C./0.06 mbar; nD25 =1.4775), which ... The reactants are N (ammonia), ClC1=NC(=NC2=CC(=C(C=C12)OC)OC)N1CCN(CC1)C(=O)C1CCCC1 (4-chloro-2-[4-(cyclopentylcarbonyl)-1-piperazinyl]-6,7-dimethoxyquinazoline). Run in O1CCCC1 (tetrahydrofuran). Product: NC1=NC(=NC2=CC(=C(C=C12)OC)OC)N1CCN(CC1)C(=O)C1CCCC1 (4-amino-2-[4-(cyclopentylcarbonyl)-1-piperazinyl]-6,7-dimethoxyquinazoline). Reaction SMILES: [NH3:1].Cl[C:3]1[C:12]2[C:7](=[CH:8][C:9]([O:15][CH3:16])=[C:10]([O:13][CH3:14])[CH:11]=2)[N:6]=[C:5]([N:17]2[CH2:22][CH2:21][N:20]([C:23]([CH:25]3[CH2:29][CH2:28][CH2:27][CH2:26]3)=[O:24])[CH2:19][CH2:18]2)[N:4]=1>O1CCCC1>[NH2:1][C:3]1[C:12]2[C:7](=[CH:8][C:9]([O:15][CH3:16])=[C:10]([O:13][CH3:14])[CH:11]=2)[N:6]=[C:5]([N:17]2[CH2:22][CH2:21][N:20]([C:23]([CH:25]3[CH2:29][CH2:28][CH2:27][CH2:26]3)=[O:24])[CH2:19][CH2:18]2)[N:4]=1. Reported procedure: A mixture of anhydrous ammonia and 4-chloro-2-[4-(cyclopentylcarbonyl)-1-piperazinyl]-6,7-dimethoxyquinazoline in 100 ml. of tetrahydrofuran is heated at 100° C. for a period of 16 to 24 hours and the product isolated according to the procedure of Example 1(a) to provide 4-amino-2-[4-(cyclopentylcarbonyl)-1-piperazinyl]-6,7-dimethoxyquinazoline. Starting materials: O=C([O-])[O-], COC(C)(C)C, C1CCOC1, CC(C)O, Cl, [Cs+], [Cs+], Cc1cccc(C(Nc2ccccc2)P(=O)(Oc2ccccc2)Oc2ccccc2)n1, O=Cc1ccc2ncnn2c1. The product is Cc1cccc(C(=O)Cc2ccc3ncnn3c2)n1. Reaction SMILES: [C:43]([O-:44])(=[O:45])[O-:46].[C:59]([O:60][CH3:61])([CH3:62])([CH3:63])[CH3:64].[CH2:50]1[O:51][CH2:52][CH2:53][CH2:54]1.[CH:55]([OH:56])([CH3:57])[CH3:58].[ClH:49].[Cs+:47].[Cs+:48].[c:12]1([O:13][P:14](=[O:22])([O:23][c:24]2[cH:25][cH:26][cH:27][cH:29][cH:30]2)[CH:28]([NH:15][c:16]2[cH:17][cH:18][cH:19][cH:20][cH:21]2)[c:36]2[n:37][c:38]([CH3:42])[cH:39][cH:40][cH:41]2)[cH:31][cH:32][cH:33][cH:34][cH:35]1.[n:1]1[cH:2][n:3][n:4]2[c:5]1[cH:6][cH:7][c:8]([CH:10]=[O:11])[cH:9]2>>[n:1]1[cH:2][n:3][n:4]2[c:5]1[cH:6][cH:7][c:8]([CH2:10][C:28]([c:36]1[n:37][c:38]([CH3:42])[cH:39][cH:40][cH:41]1)=[O:44])[cH:9]2. The reactants are NC(=O)c1cc2[nH]c3ccc(F)cc3c(=O)n2n1, O=C(O)c1cc2[nH]c3ccccc3c(=O)n2n1, O=S(Cl)Cl, c1ccncc1. The product is NC(=O)c1cc2[nH]c3ccccc3c(=O)n2n1. As a reaction SMILES: [F:22][c:23]1[cH:24][c:25]2[c:26](=[O:39])[n:27]3[c:28]([nH:29][c:30]2[cH:31][cH:32]1)[cH:33][c:34]([C:36](=[O:37])[NH2:38])[n:35]3.[O:1]=[c:2]1[c:3]2[cH:4][cH:5][cH:6][cH:7][c:8]2[nH:9][c:10]2[cH:11][c:12]([C:13]([OH:14])=[O:15])[n:16][n:17]12.[S:18]([Cl:19])([Cl:20])=[O:21].[cH:40]1[cH:41][cH:42][n:43][cH:44][cH:45]1>>[cH:23]1[cH:24][c:25]2[c:26](=[O:39])[n:27]3[c:28]([nH:29][c:30]2[cH:31][cH:32]1)[cH:33][c:34]([C:36](=[O:37])[NH2:38])[n:35]3. Starting materials: C(C)OC(C[C@H](C1=CC=C(C=C1)OC(=O)N(C)C)NC1=NC(=NC=C1C1=C(C=CC=C1)F)N(C)C1CCCCC1)=O ((R)-3-(5-(2-fluorophenyl)-2-(N-cyclohexyl-N-methylamino)pyrimidin-4-ylamino)-3-(4-(dimethylaminocarbonyl)oxyphenyl)-propanoic acid ethyl ester), [OH-].[Na+] (NaOH). Run in CO.O (MeOH H2O). Reaction conditions: temperature 22 celsius, time 6 hour. The product is FC1=C(C=CC=C1)C=1C(=NC(=NC1)N(C)C1CCCCC1)N[C@H](CC(=O)O)C1=CC=C(C=C1)OC(=O)N(C)C ((R)-3-(5-(2-fluorophenyl)-2-(N-cyclohexyl-N-methylamino)pyrimidin-4-ylamino)-3-(4-(dimethylaminocarbonyl)oxyphenyl)-propanoic acid). As a reaction SMILES: C([O:3][C:4](=[O:41])[CH2:5][C@@H:6]([NH:19][C:20]1[C:25]([C:26]2[CH:31]=[CH:30][CH:29]=[CH:28][C:27]=2[F:32])=[CH:24][N:23]=[C:22]([N:33]([CH:35]2[CH2:40][CH2:39][CH2:38][CH2:37][CH2:36]2)[CH3:34])[N:21]=1)[C:7]1[CH:12]=[CH:11][C:10]([O:13][C:14]([N:16]([CH3:18])[CH3:17])=[O:15])=[CH:9][CH:8]=1)C.[OH-].[Na+]>CO.O>[F:32][C:27]1[CH:28]=[CH:29][CH:30]=[CH:31][C:26]=1[C:25]1[C:20]([NH:19][C@@H:6]([C:7]2[CH:8]=[CH:9][C:10]([O:13][C:14]([N:16]([CH3:17])[CH3:18])=[O:15])=[CH:11][CH:12]=2)[CH2:5][C:4]([OH:41])=[O:3])=[N:21][C:22]([N:33]([CH:35]2[CH2:40][CH2:39][CH2:38][CH2:37][CH2:36]2)[CH3:34])=[N:23][CH:24]=1 |f:1.2,3.4|. Procedure: To a solution of (R)-3-(5-(2-fluorophenyl)-2-(N-cyclohexyl-N-methylamino)pyrimidin-4-ylamino)-3-(4-(dimethylaminocarbonyl)oxyphenyl)-propanoic acid ethyl ester (1.0 eq) in 3:1 MeOH/H2O was added 1M NaOH (2.5 eq). The mixture was stirred at 22° C. for 6 hr, and then the MeOH and H2O were evaporated. The residue was partitioned between Et2O and H2O, and then the separated aqueous layer was acidified to pH=3 by addition of 0.1 M H3PO4. The aqueous layer was extracted three times with 3:1 CHCl3/iPrO... The reactants are N (Ammonia), C(C)(=O)SCC(C(=O)N(CC(=O)O)C1CCC1)C (N-(3-acetylthio-2-methylpropanoyl)-N-cyclobutylglycine). The product is SCC(C(=O)N(CC(=O)O)C1CCC1)C (N-(3-Mercapto-2-methylpropanoyl)-N-cyclobutylglycine). Isolated yield 91.5%. As a reaction SMILES: N.C([S:5][CH2:6][CH:7]([CH3:19])[C:8]([N:10]([CH:15]1[CH2:18][CH2:17][CH2:16]1)[CH2:11][C:12]([OH:14])=[O:13])=[O:9])(=O)C>>[SH:5][CH2:6][CH:7]([CH3:19])[C:8]([N:10]([CH:15]1[CH2:18][CH2:17][CH2:16]1)[CH2:11][C:12]([OH:14])=[O:13])=[O:9]. Procedure: Ammonia gas was bubbled through a stirred methanolic solution of N-(3-acetylthio-2-methylpropanoyl)-N-cyclobutylglycine (14.1 g, 0.052 mol) for 1 hour. This reaction mixture was left stirring 1 more hour at room temperature. Concentration on a rotary evaporator removed the remaining ammonia and most of the solvent. The residue was rediluted with methanol (500 ml) and the resultant solution was stirred with Bio-Rad AG-50W-X2 cation exchange resin (200 ml) for 1 hour. Filtration followed by concen... The reactants are N1CCC(CC1)C(=O)OCC (ethyl 4-piperidinecarboxylate), ClC=1C=C(C=CC1OC(C)C)C=1SC(=CN1)C=1C(=C(C=CC1)CC=O)CC ([3-(2-{3-chloro-4-[(1-methylethyl)oxy]phenyl}-1,3-thiazol-5-yl)-2-ethylphenyl]acetaldehyde), C(C)(=O)O (acetic acid), C(C)(=O)[O-].[Na+] (sodium acetate). Solvent: C(C)O (ethanol). Reaction conditions: time 30 minute. Yields the product crude product, ClC=1C=C(C=CC1OC(C)C)C=1SC(=CN1)C=1C(=C(C=CC1)CCN1CCC(CC1)C(=O)OCC)CC (ethyl 1-{2-[3-(2-{3-chloro-4-[(1-methylethyl)oxy]phenyl}-1,3-thiazol-5-yl)-2-ethylphenyl]ethyl}-4-piperidinecarboxylate). The yield is 99.8%. Reaction SMILES: [Cl:1][C:2]1[CH:3]=[C:4]([C:12]2[S:13][C:14]([C:17]3[C:18]([CH2:26][CH3:27])=[C:19]([CH2:23][CH:24]=O)[CH:20]=[CH:21][CH:22]=3)=[CH:15][N:16]=2)[CH:5]=[CH:6][C:7]=1[O:8][CH:9]([CH3:11])[CH3:10].C(O)(=O)C.C([O-])(=O)C.[Na+].[NH:37]1[CH2:42][CH2:41][CH:40]([C:43]([O:45][CH2:46][CH3:47])=[O:44])[CH2:39][CH2:38]1>C(O)C>[Cl:1][C:2]1[CH:3]=[C:4]([C:12]2[S:13][C:14]([C:17]3[C:18]([CH2:26][CH3:27])=[C:19]([CH2:23][CH2:24][N:37]4[CH2:42][CH2:41][CH:40]([C:43]([O:45][CH2:46][CH3:47])=[O:44])[CH2:39][CH2:38]4)[CH:20]=[CH:21][CH:22]=3)=[CH:15][N:16]=2)[CH:5]=[CH:6][C:7]=1[O:8][CH:9]([CH3:11])[CH3:10] |f:2.3|. Reported procedure: To a solution of [3-(2-{3-chloro-4-[(1-methylethyl)oxy]phenyl}-1,3-thiazol-5-yl)-2-ethylphenyl]acetaldehyde (D78) (160 mg), acetic acid (0.036 mL) and sodium acetate (51.0 mg) in ethanol (20.00 mL) stirred under nitrogen at room temperature was added ethyl 4-piperidinecarboxylate (189 mg) in one charge. The reaction mixture was stirred at room temperature for 30 min, then the solvent was evaporated in vacuo. The residue was dissolved in dichloromethane (DCM) (20 mL), sodium triacetoxyborohydride...